From a dataset of the Open Reaction Database (ORD), a public repository of structured organic reaction records. describe an organic reaction: reactants, conditions, products, and yield Product: [N-]=[N+]=NCCCn1cnc2c(OCc3ccc(CN)cc3)nc(N)nc21. Starting materials: CN, CO, [N-]=[N+]=NCCCn1cnc2c(OCc3ccc(CNC(=O)C(F)(F)F)cc3)nc(N)nc21. Reaction SMILES: [CH3:33][NH2:34].[CH3:35][OH:36].[NH2:1][c:2]1[n:3][c:4]([O:17][CH2:18][c:19]2[cH:20][cH:21][c:22]([CH2:23][NH:24][C:25](=[O:26])[C:27]([F:28])([F:29])[F:30])[cH:31][cH:32]2)[c:5]2[n:6][cH:7][n:8]([CH2:11][CH2:12][CH2:13][N:14]=[N+:15]=[N-:16])[c:9]2[n:10]1>>[NH2:1][c:2]1[n:3][c:4]([O:17][CH2:18][c:19]2[cH:20][cH:21][c:22]([CH2:23][NH2:24])[cH:31][cH:32]2)[c:5]2[n:6][cH:7][n:8]([CH2:11][CH2:12][CH2:13][N:14]=[N+:15]=[N-:16])[c:9]2[n:10]1. Reactants: CCOC(=O)c1cnn(CCOCCOC)c1N, CC#N, [Cl-], Cl, CC(C)(C)ON=O. Product: CCOC(=O)c1cnn(CCOCCOC)c1Cl. RXN SMILES: [CH2:9]([CH3:10])[O:11][C:12](=[O:13])[c:14]1[cH:15][n:16][n:17]([CH2:20][CH2:21][O:22][CH2:23][CH2:24][O:25][CH3:26])[c:18]1[NH2:19].[CH3:28][C:29]#[N:30].[Cl-:8].[ClH:27].[N:1]([O:2][C:3]([CH3:4])([CH3:5])[CH3:6])=[O:7]>>[Cl:8][c:18]1[c:14]([C:12]([O:11][CH2:9][CH3:10])=[O:13])[cH:15][n:16][n:17]1[CH2:20][CH2:21][O:22][CH2:23][CH2:24][O:25][CH3:26]. Starting materials: CCCCCC (hexane), C(=O)(O)[O-].[Na+] (NaHCO3), C1(=CC=CC=C1)S(=O)(=O)CCSC1=NC=CC=C1N ([2-[2-(benzenesulfonyl)-ethylsulfanyl]-pyridin-3-yl]amine), C1(CCCCC1)CC(=O)Cl (2-cyclohexylacetylchloride). Run in O1CCOCC1 (dioxane). Reaction conditions: time 10 minute. Yields the product C1(=CC=CC=C1)S(=O)(=O)CCSC1=NC=CC=C1NC(CC1CCCCC1)=O (N-[2-[2-(benzenesulfonyl)-ethyl-sulfanyl]-pyridin-3-yl]-2-cyclohexyl acetamide). Isolated yield 90.0%. RXN SMILES: C([O-])(O)=O.[Na+].[C:6]1([S:12]([CH2:15][CH2:16][S:17][C:18]2[C:23]([NH2:24])=[CH:22][CH:21]=[CH:20][N:19]=2)(=[O:14])=[O:13])[CH:11]=[CH:10][CH:9]=[CH:8][CH:7]=1.[CH:25]1([CH2:31][C:32](Cl)=[O:33])[CH2:30][CH2:29][CH2:28][CH2:27][CH2:26]1.CCCCCC>O1CCOCC1>[C:6]1([S:12]([CH2:15][CH2:16][S:17][C:18]2[C:23]([NH:24][C:32](=[O:33])[CH2:31][CH:25]3[CH2:30][CH2:29][CH2:28][CH2:27][CH2:26]3)=[CH:22][CH:21]=[CH:20][N:19]=2)(=[O:14])=[O:13])[CH:7]=[CH:8][CH:9]=[CH:10][CH:11]=1 |f:0.1|. Procedure details: 336 mg (4.0 mmol) NaHCO3 were added to a solution of 294 mg (1.0 mmol) [2-[2-(benzenesulfonyl)-ethylsulfanyl]-pyridin-3-yl]amine (VPF-002) in dioxane (10 ml) and the mixture was stirred for 10 min at RT. Then 321 mg (2.0 mmol) 2-cyclohexylacetylchloride were added at 5° C. and the mixture was stirred for a further 16 h at RT. Then it was diluted with EE and filtered through kieselguhr. The filtrate was washed with a saturated aqueous NaHCO3 solution, water and brine, dried over Na2SO4, filtered ... Starting materials: P(OCC)(OCC)OCC (Triethyl phosphite), C(C)OC1=CC=C(CC2=CC=C(S2)C(=O)Cl)C=C1 (5-(4-ethoxybenzyl)thiophen-2-carbonylchloride). Reaction conditions: time 22 hour. The product is C(C)OP(OCC)(=O)C(=O)C=1SC(=CC1)CC1=CC=C(C=C1)OCC ([5-(4-Ethoxybenzyl)thiophen-2-carbonyl]phosphonic acid diethylester). Reaction SMILES: [P:1]([O:8][CH2:9][CH3:10])([O:5][CH2:6][CH3:7])[O:2]CC.[CH2:11]([O:13][C:14]1[CH:28]=[CH:27][C:17]([CH2:18][C:19]2[S:23][C:22]([C:24](Cl)=[O:25])=[CH:21][CH:20]=2)=[CH:16][CH:15]=1)[CH3:12]>>[CH2:9]([O:8][P:1]([C:24]([C:22]1[S:23][C:19]([CH2:18][C:17]2[CH:16]=[CH:15][C:14]([O:13][CH2:11][CH3:12])=[CH:28][CH:27]=2)=[CH:20][CH:21]=1)=[O:25])(=[O:2])[O:5][CH2:6][CH3:7])[CH3:10]. Reported procedure: Triethyl phosphite (1.3 mL) was added to 5-(4-ethoxybenzyl)thiophen-2-carbonylchloride (1.10 g), and the mixture was stirred for 22 hr at room temperature. After evaporation, the residue was purified by silica gel column chromatography (ethyl acetate/n-hexane=2/1) to give the title compound (0.54 g) as a pale yellow oil. Starting materials: CCOC(OCC)N1CCNC1=N[N+](=O)[O-], CC#N, N#Cc1ccccc1N. The product is N#Cc1ccccc1N=CN1CCNC1=N[N+](=O)[O-]. RXN SMILES: [CH2:1]([O:2][CH:4]([O:3][CH2:14][CH3:15])[N:5]1[C:6](=[N:10][N+:11](=[O:12])[O-:13])[NH:7][CH2:8][CH2:9]1)[CH3:16].[CH3:26][C:27]#[N:28].[NH2:17][c:18]1[c:19]([C:20]#[N:21])[cH:22][cH:23][cH:24][cH:25]1>>[CH:4]([N:5]1[C:6](=[N:10][N+:11](=[O:12])[O-:13])[NH:7][CH2:8][CH2:9]1)=[N:17][c:18]1[c:19]([C:20]#[N:21])[cH:22][cH:23][cH:24][cH:25]1. Starting materials: C[Zn]Cl (MeZnCl), BrC1=C2C(=C(N(C2=CC(=C1F)OC(F)F)C1CCC1)C1=CC=C(C=N1)S(=O)(=O)N[C@H](C(F)(F)F)C)C#N ((S)-6-(4-bromo-3-cyano-1-cyclobutyl-6 (difluoromethoxy)-5-fluoro-1H-indol-2-yl)-N-(1,1,1-trifluoropropan-2-yl)pyridine-3-sulfonamide), Cl (HCl). The reagents and catalysts are C1=CC=C(C=C1)P([C-]2C=CC=C2)C3=CC=CC=C3.C1=CC=C(C=C1)P([C-]2C=CC=C2)C3=CC=CC=C3.Cl[Pd]Cl.[Fe+2] (Pd(dppf)Cl2). Solvent: C1CCOC1 (THF). Reaction conditions: temperature 40 celsius. Yields the product C(#N)C1=C(N(C2=CC(=C(C(=C12)C)F)OC(F)F)C1CCC1)C1=CC=C(C=N1)S(=O)(=O)N[C@H](C(F)(F)F)C ((S)-6-(3-cyano-1-cyclobutyl-6 (difluoromethoxy)-5-fluoro-4-methyl-1H-indol-2-yl)-N-(1,1,1-trifluoropropan-2-yl)pyridine-3-sulfonamide). The yield is 64.9%. Reaction SMILES: [CH3:1][Zn]Cl.Br[C:5]1[C:13]([F:14])=[C:12]([O:15][CH:16]([F:18])[F:17])[CH:11]=[C:10]2[C:6]=1[C:7]([C:39]#[N:40])=[C:8]([C:23]1[N:28]=[CH:27][C:26]([S:29]([NH:32][C@@H:33]([CH3:38])[C:34]([F:37])([F:36])[F:35])(=[O:31])=[O:30])=[CH:25][CH:24]=1)[N:9]2[CH:19]1[CH2:22][CH2:21][CH2:20]1.Cl>C1C=CC(P(C2C=CC=CC=2)[C-]2C=CC=C2)=CC=1.C1C=CC(P(C2C=CC=CC=2)[C-]2C=CC=C2)=CC=1.Cl[Pd]Cl.[Fe+2].C1COCC1>[C:39]([C:7]1[C:6]2[C:10](=[CH:11][C:12]([O:15][CH:16]([F:18])[F:17])=[C:13]([F:14])[C:5]=2[CH3:1])[N:9]([CH:19]2[CH2:22][CH2:21][CH2:20]2)[C:8]=1[C:23]1[N:28]=[CH:27][C:26]([S:29]([NH:32][C@@H:33]([CH3:38])[C:34]([F:36])([F:35])[F:37])(=[O:30])=[O:31])=[CH:25][CH:24]=1)#[N:40] |f:3.4.5.6|. Procedure details: A solution of MeZnCl (2 M in THF, 370 μL, 0.74 mmol) was added to a mixture of (S)-6-(4-bromo-3-cyano-1-cyclobutyl-6 (difluoromethoxy)-5-fluoro-1H-indol-2-yl)-N-(1,1,1-trifluoropropan-2-yl)pyridine-3-sulfonamide (200 mg, 0.33 mmol), Pd(dppf)Cl2 (25 mg, 0.034 mmol), and THF (1.2 mL). This was heated at 40° C. for 25 hours. The reaction mixture was then poured onto aq. HCl. This was extracted with ethyl acetate and the organic layer was washed with brine. The organic layer was dried over MgSO4 and... The reactants are CCOC(=O)C=C1CC(CC)C(c2nnc3cnc4[nH]ccc4n23)C1, C1CCOC1, [H][H], [OH-], [OH-], [Pd+2]. Product: CCOC(=O)CC1CC(CC)C(c2nnc3cnc4[nH]ccc4n23)C1. RXN SMILES: [CH2:1]([CH3:2])[CH:3]1[CH2:4][C:5](=[CH:20][C:21](=[O:22])[O:23][CH2:24][CH3:25])[CH2:6][CH:7]1[c:8]1[n:9][n:10][c:11]2[n:12]1[c:13]1[c:14]([n:15][cH:16]2)[nH:17][cH:18][cH:19]1.[CH2:28]1[O:29][CH2:30][CH2:31][CH2:32]1.[H:26][H:27].[OH-:33].[OH-:34].[Pd+2:35]>>[CH2:1]([CH3:2])[CH:3]1[CH2:4][CH:5]([CH2:20][C:21](=[O:22])[O:23][CH2:24][CH3:25])[CH2:6][CH:7]1[c:8]1[n:9][n:10][c:11]2[n:12]1[c:13]1[c:14]([n:15][cH:16]2)[nH:17][cH:18][cH:19]1. Starting materials: CCOC(=O)C(Cc1cccnc1OC)NC(=O)CNC(=O)OC(C)(C)C, ClCCl, O=C(O)C(F)(F)F. Yields the product CCOC(=O)C(Cc1cccnc1OC)NC(=O)CN. Reaction SMILES: [C:1]([O:2][C:3](=[O:4])[NH:8][CH2:9][C:10](=[O:11])[NH:12][CH:13]([CH2:14][c:15]1[c:16]([O:21][CH3:22])[n:17][cH:18][cH:19][cH:20]1)[C:23](=[O:24])[O:25][CH2:26][CH3:27])([CH3:5])([CH3:6])[CH3:7].[Cl:35][CH2:36][Cl:37].[OH:28][C:29]([C:30]([F:31])([F:32])[F:33])=[O:34]>>[NH2:8][CH2:9][C:10](=[O:11])[NH:12][CH:13]([CH2:14][c:15]1[c:16]([O:21][CH3:22])[n:17][cH:18][cH:19][cH:20]1)[C:23](=[O:24])[O:25][CH2:26][CH3:27]. Reactants: Br, Br, O=C([O-])O, CN(C)C=O, O=S1(=O)c2cccc3cccc(c23)N1CCCCCl, [Na+], C1CCOC1, Oc1ccc(N2CCNCC2)cc1. Product: O=S1(=O)c2cccc3cccc(c23)N1CCCCN1CCN(c2ccc(O)cc2)CC1. Reaction SMILES: [BrH:20].[BrH:21].[C:35](=[O:36])([OH:37])[O-:38].[CH3:40][N:41]([CH3:42])[CH:43]=[O:44].[Cl:1][CH2:2][CH2:3][CH2:4][CH2:5][N:6]1[S:7](=[O:18])(=[O:19])[c:8]2[c:9]3[c:10]1[cH:11][cH:12][cH:13][c:14]3[cH:15][cH:16][cH:17]2.[Na+:39].[O:45]1[CH2:46][CH2:47][CH2:48][CH2:49]1.[OH:22][c:23]1[cH:24][cH:25][c:26]([N:29]2[CH2:30][CH2:31][NH:32][CH2:33][CH2:34]2)[cH:27][cH:28]1>>[CH2:2]([CH2:3][CH2:4][CH2:5][N:6]1[S:7](=[O:18])(=[O:19])[c:8]2[c:9]3[c:10]1[cH:11][cH:12][cH:13][c:14]3[cH:15][cH:16][cH:17]2)[N:32]1[CH2:31][CH2:30][N:29]([c:26]2[cH:25][cH:24][c:23]([OH:22])[cH:28][cH:27]2)[CH2:34][CH2:33]1. Starting materials: COC1CCNCC1 (4-methoxy-piperidine), C(C1=CC=CC=C1)OC(NC1=CC2=C(S1)C(=CC=C2OC)C2=CC=CC=C2)=O ((4-methoxy-7-phenyl-benzo[b]thiophen-2-yl)-carbamic acid benzyl ester). Yields the product COC1=CC=C(C=2SC(=CC21)NC(=O)N2CCC(CC2)OC)C2=CC=CC=C2 (4-Methoxy-piperidine-1-carboxylic acid (4-methoxy-7-phenyl-benzo[b]thiophen-2-yl)-amide), solid. Yield: 54.0%. Reaction SMILES: [CH3:1][O:2][CH:3]1[CH2:8][CH2:7][NH:6][CH2:5][CH2:4]1.C([O:16][C:17](=O)[NH:18][C:19]1[S:23][C:22]2[C:24]([C:30]3[CH:35]=[CH:34][CH:33]=[CH:32][CH:31]=3)=[CH:25][CH:26]=[C:27]([O:28][CH3:29])[C:21]=2[CH:20]=1)C1C=CC=CC=1>>[CH3:29][O:28][C:27]1[C:21]2[CH:20]=[C:19]([NH:18][C:17]([N:6]3[CH2:7][CH2:8][CH:3]([O:2][CH3:1])[CH2:4][CH2:5]3)=[O:16])[S:23][C:22]=2[C:24]([C:30]2[CH:35]=[CH:34][CH:33]=[CH:32][CH:31]=2)=[CH:25][CH:26]=1. Procedure: The title compound MS: m/e 395.3 (M−H) was obtained as a light brown solid (54% yield) by the reaction of 4-methoxy-piperidine with (4-methoxy-7-phenyl-benzo[b]thiophen-2-yl)-carbamic acid benzyl ester according to the method described above for example 1.